Dataset: the Open Reaction Database (ORD), a public repository of structured organic reaction records. Task: describe an organic reaction: reactants, conditions, products, and yield Procedure: A mixture of N-(4-fluorophenyl)thiazol-2-amine (6.00 g, 30.0 mmol), 3-chloropropanol (3.87 mL, 46.4 mmol), tetra-n-butylammonium hydrogensulfate (1.05 g, 3.09 mmol) in toluene (100 mL) and NaOH (40% w/v in water)(20 mL). was refluxed for 3 h. On cooling, the reaction mixture was diluted with EtOAc(100 mL), washed with water (4×100 mL), brine (100 mL), dried over anhydrous sodium sulphate, filtered and concentrated in vacuo. The crude product was purified by flash chromatography with 50-80% EtOAc... The reagents and catalysts are S(=O)(=O)(O)[O-].C(CCC)[N+](CCCC)(CCCC)CCCC (tetra-n-butylammonium hydrogensulfate). As a reaction SMILES: [F:1][C:2]1[CH:7]=[CH:6][C:5]([NH:8][C:9]2[S:10][CH:11]=[CH:12][N:13]=2)=[CH:4][CH:3]=1.Cl[CH2:15][CH2:16][CH2:17][OH:18]>S([O-])(O)(=O)=O.C([N+](CCCC)(CCCC)CCCC)CCC.C1(C)C=CC=CC=1.[OH-].[Na+].CCOC(C)=O>[F:1][C:2]1[CH:3]=[CH:4][C:5]([N:8]([C:9]2[S:10][CH:11]=[CH:12][N:13]=2)[CH2:15][CH2:16][CH2:17][OH:18])=[CH:6][CH:7]=1 |f:2.3,5.6|. Run in C1(=CC=CC=C1)C (toluene), [OH-].[Na+] (NaOH), CCOC(=O)C (EtOAc). Yields the product FC1=CC=C(C=C1)N(CCCO)C=1SC=CN1 (3-((4-Fluorophenyl)(thiazol-2-yl)amino)propan-1-ol). Reactants: FC1=CC=C(C=C1)NC=1SC=CN1 (N-(4-fluorophenyl)thiazol-2-amine), ClCCCO (3-chloropropanol). Reactants: CSC.[Na] (sodium methyl sulfide), ClC=1C=C(C(=O)NC2(C(N(C3=CC=CC=C23)CC2OC2)=O)CCC(=O)OCC)C=CC1Cl (ethyl 3-[3-(3,4-dichlorobenzoylamino)-2,3-dihydro-1-(2-oxiranylmethyl)-2-oxo-1H-indol-3-yl]propionate). Run in C(C)O (ethanol). Reaction conditions: temperature 50 celsius, time 3 hour. Yields the product ClC=1C=C(C(=O)NC2(C(N(C3=CC=CC=C23)CC(CSC)O)=O)CCC(=O)O)C=CC1Cl (3-[3-(3,4-dichlorobenzoylamino)-2,3-dihydro-1-(3-methylthio-2-hydroxypropyl)-2-oxo-1H-indol-3-yl]propionic acid). RXN SMILES: [CH3:1][S:2][CH3:3].[Na].[Cl:5][C:6]1[CH:7]=[C:8]([CH:33]=[CH:34][C:35]=1[Cl:36])[C:9]([NH:11][C:12]1([CH2:26][CH2:27][C:28]([O:30]CC)=[O:29])[C:20]2[C:15](=[CH:16][CH:17]=[CH:18][CH:19]=2)[N:14]([CH2:21][CH:22]2C[O:23]2)[C:13]1=[O:25])=[O:10]>C(O)C>[Cl:5][C:6]1[CH:7]=[C:8]([CH:33]=[CH:34][C:35]=1[Cl:36])[C:9]([NH:11][C:12]1([CH2:26][CH2:27][C:28]([OH:30])=[O:29])[C:20]2[C:15](=[CH:16][CH:17]=[CH:18][CH:19]=2)[N:14]([CH2:21][CH:22]([OH:23])[CH2:1][S:2][CH3:3])[C:13]1=[O:25])=[O:10] |f:0.1,^1:3|. Reported procedure: 12 ml of an aqueous 15% sodium methyl sulfide solution was added to 24 ml of an ethanol solution of 1.635 g of ethyl 3-[3-(3,4-dichlorobenzoylamino)-2,3-dihydro-1-(2-oxiranylmethyl)-2-oxo-1H-indol-3-yl]propionate. The mixture was stirred at 50° C. for 3 hours. The reaction mixture was concentrated, made acidic with aqueous 10% hydrochloric acid and extracted with ethyl acetate. The extract was washed, dried, filtered and then concentrated. The residue was purified by silica gel column chromatogr... Starting materials: CCCC[N+](CCCC)(CCCC)CCCC, Cc1ccc(CN(CCCC#N)Cc2ccc(C)cc2)cc1, ClCCl, [Na+], [OH-], O, OO, O=S(=O)([O-])O. Product: Cc1ccc(CN(CCCC(N)=O)Cc2ccc(C)cc2)cc1. RXN SMILES: [CH2:33]([N+:34]([CH2:35][CH2:36][CH2:37][CH3:38])([CH2:39][CH2:40][CH2:41][CH3:42])[CH2:43][CH2:44][CH2:45][CH3:46])[CH2:47][CH2:48][CH3:49].[CH3:5][c:6]1[cH:7][cH:8][c:9]([CH2:10][N:11]([CH2:12][c:13]2[cH:14][cH:15][c:16]([CH3:19])[cH:17][cH:18]2)[CH2:20][CH2:21][CH2:22][C:23]#[N:24])[cH:25][cH:26]1.[Cl:50][CH2:51][Cl:52].[Na+:4].[OH-:3].[OH2:27].[OH:1][OH:2].[S:28]([O-:29])([OH:30])(=[O:31])=[O:32]>>[O:1]=[C:23]([CH2:22][CH2:21][CH2:20][N:11]([CH2:10][c:9]1[cH:8][cH:7][c:6]([CH3:5])[cH:26][cH:25]1)[CH2:12][c:13]1[cH:14][cH:15][c:16]([CH3:19])[cH:17][cH:18]1)[NH2:24]. Starting materials: Amino acid, N[C@@H](C(C)C)C(=O)O (Val), N[C@@H](CC(C)C)C(=O)O (Leu), N[C@@H](CC(C)C)C(=O)O (Leu), N[C@@H](C)C(=O)O (Ala). Yields the product N[C@@H](CC(C)C)C(=O)N[C@@H](C)C(=O)NCC(=O)N[C@@H](C(C)C)C(=O)O (L-Leucyl-L-alanyl-glycyl-L-valine). Reaction SMILES: [NH2:1][C@H:2]([C:7]([OH:9])=O)[CH2:3][CH:4]([CH3:6])[CH3:5].[NH2:10][C@H:11]([C:13]([OH:15])=O)[CH3:12].[NH2:16][C@H:17]([C:21]([OH:23])=[O:22])[CH:18]([CH3:20])[CH3:19]>>[NH2:1][C@H:2]([C:7]([NH:10][C@H:11]([C:13]([NH:1][CH2:2][C:7]([NH:16][C@H:17]([C:21]([OH:23])=[O:22])[CH:18]([CH3:20])[CH3:19])=[O:9])=[O:15])[CH3:12])=[O:9])[CH2:3][CH:4]([CH3:5])[CH3:6]. Procedure: The completed Boc-tetrapeptide resin was subjected to steps (1) and (2) to cleave the Boc group and worked up as described for (A) to yield 707 mg of peptide resin. Amino acid analysis: Gly 1.05, Ala 1.00, Val 1.12, Leu 1.05.